This data is from the Open Reaction Database (ORD), a public repository of structured organic reaction records. The task is: describe an organic reaction: reactants, conditions, products, and yield Starting materials: [Cu]C#N (Copper(I) cyanide), BrC1=CC(=C(C=C1)C)F (4-bromo-2-fluorotoluene). Run in CN(C)C=O (DMF). Conditions: temperature 150 celsius. Product: FC1=C(C=CC(=C1)C#N)C (2-fluoro-4-cyanotoluene). Isolated yield 58.0%. As a reaction SMILES: [Cu][C:2]#[N:3].Br[C:5]1[CH:10]=[CH:9][C:8]([CH3:11])=[C:7]([F:12])[CH:6]=1>CN(C=O)C>[F:12][C:7]1[CH:6]=[C:5]([C:2]#[N:3])[CH:10]=[CH:9][C:8]=1[CH3:11]. Procedure details: Copper(I) cyanide (Aldrich, 3.6 g, 40 mmol) was added to a solution of 4-bromo-2-fluorotoluene (Aldrich, 5 g, 27 mmol) in DMF (60 mL). The reaction mixture was heated at 150° C. for 11 hours. After cooling to room temperature, the mixture was partitioned between water and EtOAc (500 mL each). The organic layer was dried (MgSO4), and solvent was removed under vacuum to give the title compound (2.08, 58%). 1HNMR (CDCl3) δ2.36 (s, 3H), 7.30 (m, 3H), 7.35 (d, 1H, J=8.1 Hz).